This data is from the Open Reaction Database (ORD), a public repository of structured organic reaction records. The task is: describe an organic reaction: reactants, conditions, products, and yield Starting materials: CC(=O)OI1(C=2C=CC=CC2C(=O)O1)(OC(=O)C)OC(=O)C (Dess-Martin periodinane), CS(=O)(=O)N1C(CCCC1)CO ((1-(methylsulfonyl)piperidin-2-yl)methanol). Run in C(Cl)Cl (methylene chloride). Conditions: time 24 hour. Yields the product CS(=O)(=O)N1C(CCCC1)C=O (1-(Methylsulfonyl)piperidine-2-carbaldehyde). The yield is 22.6%. As a reaction SMILES: CC(OI1(OC(C)=O)(OC(C)=O)OC(=O)C2C=CC=CC1=2)=O.[CH3:23][S:24]([N:27]1[CH2:32][CH2:31][CH2:30][CH2:29][CH:28]1[CH2:33][OH:34])(=[O:26])=[O:25]>C(Cl)Cl>[CH3:23][S:24]([N:27]1[CH2:32][CH2:31][CH2:30][CH2:29][CH:28]1[CH:33]=[O:34])(=[O:26])=[O:25]. Procedure: Dess-Martin periodinane (21 g, 50 mmol) was added to a solution of (1-(methylsulfonyl)piperidin-2-yl)methanol (4.9 g, 25.4 mmol) in anhydrous methylene chloride (125 mL). The reaction was stirred for 24 hours, filtered, and concentrated in vacuo. The crude residue was purified by silica gel column chromatography (25-75% ethyl acetate in hexanes) to provide a white waxy solid (1.1 g, 24% yield). 1H NMR (CDCl3, 300 MHz) δ 9.56 (s, 1H), 4.61-4.58 (br d, 1H, J=6.3 Hz), 3.75-3.68 (m, 1H), 3.13-3.04 (... The reactants are BrC=1N=CC(=NC1Cl)N1[C@@H]2CN([C@H](C1)C2)C(=O)OC(C)(C)C (2-[5-bromo-6-chloro-2-pyrazinyl]-(1S,4S)-5-tert-butoxycarbonyl-2,5-diazabicyclo-[2.2.1]-heptane), S1C=C(C=C1)B(O)O (3-thiophene boronic acid), C([O-])([O-])=O.[K+].[K+] (potassium carbonate), C(CCO)O (1,3-propandiol), palladacycle, C(C)(C)(C)P(C(C)(C)C)C(C)(C)C (tri-tert-butylphosphine), [OH-].[Na+] (sodium hydroxide). Reagents/catalysts: C(C)(=O)[O-].[Pd+2].C(C)(=O)[O-] (palladium acetate). Run in O1CCOCC1 (dioxane). Yields the product S1C=C(C=C1)C=1N=CC(=NC1)N1[C@@H]2CN([C@H](C1)C2)C(=O)OC(C)(C)C (2-[5-(3-Thienyl)-2-pyrazinyl]-(1S,4S)-5-tert-butoxycarbonyl-2,5-diazabicyclo-[2.2.1]-heptane). Reaction SMILES: Br[C:2]1[N:3]=[CH:4][C:5]([N:9]2[CH2:14][C@@H:13]3[CH2:15][C@H:10]2[CH2:11][N:12]3[C:16]([O:18][C:19]([CH3:22])([CH3:21])[CH3:20])=[O:17])=[N:6][C:7]=1Cl.[S:23]1[CH:27]=[CH:26][C:25](B(O)O)=[CH:24]1.C(=O)([O-])[O-].[K+].[K+].C(O)CCO.C(P(C(C)(C)C)C(C)(C)C)(C)(C)C.[OH-].[Na+]>C([O-])(=O)C.[Pd+2].C([O-])(=O)C.O1CCOCC1>[S:23]1[CH:27]=[CH:26][C:25]([C:2]2[N:3]=[CH:4][C:5]([N:9]3[CH2:14][C@@H:13]4[CH2:15][C@H:10]3[CH2:11][N:12]4[C:16]([O:18][C:19]([CH3:22])([CH3:21])[CH3:20])=[O:17])=[N:6][CH:7]=2)=[CH:24]1 |f:2.3.4,7.8,9.10.11|. Procedure details: A mixture of 2-[5-bromo-6-chloro-2-pyrazinyl]-(1S,4S)-5-tert-butoxycarbonyl-2,5-diazabicyclo-[2.2.1]-heptane (4.0 g, 10.3 mmol), 3-thiophene boronic acid, aqueous potassium carbonate (15.4 ml, 2 M), 1,3-propandiol (2.34 g, 30.8 mmol), palladacycle (96 mg, 0.10 mmol), tri-tert-butylphosphine (83 mg, 0.41 mmol), palladium acetate (46 mg, 0.20 mmol) and dioxane (40 ml) was stirred at reflux for 5 days. Aqueous sodium hydroxide (50 ml, 1 M) was added and the mixture was extracted with ethyl acetate ... Starting materials: BrC1=C(C(=O)OC)C=CN=C1 (Methyl 3-bromoisonicotinate), FC1=CC=C(CN)C=C1 (4-fluorobenzylamine), CC1(C2=C(C(=CC=C2)P(C3=CC=CC=C3)C4=CC=CC=C4)OC5=C(C=CC=C51)P(C6=CC=CC=C6)C7=CC=CC=C7)C (Xantphos), C([O-])([O-])=O.[Cs+].[Cs+] (cesium carbonate). Reagents/catalysts: C=1C=CC(=CC1)/C=C/C(=O)/C=C/C2=CC=CC=C2.C=1C=CC(=CC1)/C=C/C(=O)/C=C/C2=CC=CC=C2.C=1C=CC(=CC1)/C=C/C(=O)/C=C/C2=CC=CC=C2.[Pd].[Pd] (tris(dibenzylideneacetone)dipalladium(0)). The solvent is O1CCOCC1 (dioxane). Run at temperature 116 celsius. Yields the product FC1=CC=C(CNC=2C=NC=CC2C(=O)OC)C=C1 (methyl 3-[(4-fluorobenzyl)amino]pyridine-4-carboxylate). Isolated yield 85.9%. Reaction SMILES: Br[C:2]1[CH:11]=[N:10][CH:9]=[CH:8][C:3]=1[C:4]([O:6][CH3:7])=[O:5].[F:12][C:13]1[CH:20]=[CH:19][C:16]([CH2:17][NH2:18])=[CH:15][CH:14]=1.CC1(C)C2C(=C(P(C3C=CC=CC=3)C3C=CC=CC=3)C=CC=2)OC2C(P(C3C=CC=CC=3)C3C=CC=CC=3)=CC=CC1=2.C(=O)([O-])[O-].[Cs+].[Cs+]>O1CCOCC1.C1C=CC(/C=C/C(/C=C/C2C=CC=CC=2)=O)=CC=1.C1C=CC(/C=C/C(/C=C/C2C=CC=CC=2)=O)=CC=1.C1C=CC(/C=C/C(/C=C/C2C=CC=CC=2)=O)=CC=1.[Pd].[Pd]>[F:12][C:13]1[CH:20]=[CH:19][C:16]([CH2:17][NH:18][C:2]2[CH:11]=[N:10][CH:9]=[CH:8][C:3]=2[C:4]([O:6][CH3:7])=[O:5])=[CH:15][CH:14]=1 |f:3.4.5,7.8.9.10.11|. Procedure: Methyl 3-bromoisonicotinate (220 mg, 1.02 mmol), 4-fluorobenzylamine (132 μL, 1.22 mmol), tris(dibenzylideneacetone)dipalladium(0) (47 mg, 0.051 mmol), Xantphos (89 mg, 0.153 mmol), and cesium carbonate (500 mg, 1.53 mmol) were combined in dioxane (4 mL) under N2 in a sealed microwave tube. The reaction mixture was heated at 116° C. in a microwave for 1 h. The mixture was then filtered, washing with DCM, to remove solids. The solution was concentrated in vacuo and purified by silica gel chromato... Starting materials: C1NCCN2C1C=1N(CC3=C2C=CC=C3)C=CC1 (1,3,4,14b-tetrahydro-2H,10H-pyrazino[1,2-a]pyrrolo[2,1-c][1,4]benzodiazepine), BrCC(=O)C1=CC=C(C=C1)Cl (α-bromo-p-chloroacetophenone). Run in CN(C=O)C (dimethylformamide), C(C)N(CC)CC (triethylamine), C(C)OCC (diethyl ether). Run at time 2 hour. Product: ClC1=CC=C(C(=O)CN2CC3N(C4=C(CN5C3=CC=C5)C=CC=C4)CC2)C=C1 (2-(p-chlorobenzoylmethyl)-1,3,4,14b-tetrahydro-10H-pyrazino[1,2-a]pyrrolo[2,1-c][1,4]benzodiazepine). RXN SMILES: [CH2:1]1[CH:6]2[C:7]3[N:8]([CH:16]=[CH:17][CH:18]=3)[CH2:9][C:10]3[CH:15]=[CH:14][CH:13]=[CH:12][C:11]=3[N:5]2[CH2:4][CH2:3][NH:2]1.Br[CH2:20][C:21]([C:23]1[CH:28]=[CH:27][C:26]([Cl:29])=[CH:25][CH:24]=1)=[O:22]>CN(C)C=O.C(N(CC)CC)C.C(OCC)C>[Cl:29][C:26]1[CH:27]=[CH:28][C:23]([C:21]([CH2:20][N:2]2[CH2:3][CH2:4][N:5]3[C:11]4[CH:12]=[CH:13][CH:14]=[CH:15][C:10]=4[CH2:9][N:8]4[CH:16]=[CH:17][CH:18]=[C:7]4[CH:6]3[CH2:1]2)=[O:22])=[CH:24][CH:25]=1. Procedure details: To the solution of 500 mg of 1,3,4,14b-tetrahydro-2H,10H-pyrazino[1,2-a]pyrrolo[2,1-c][1,4]benzodiazepine in 7.5 ml of dimethylformamide and 350 mg of triethylamine, 470 mg of α-bromo-p-chloroacetophenone are added and the mixture is stirred at room temperature for 2 hours. It is diluted with 60 ml of diethyl ether, washed with water, dried and evaporated. The residue is taken up in 15 ml of chloroform and the solution again evaporated, to yield the 2-(p-chlorobenzoylmethyl)-1,3,4,14b-tetrahydro... Starting materials: [BH4-], O=C([O-])O, O=CO, [Na+], [Na+], O, CCOC(=O)c1ccc(C2=Nc3ccccc3Oc3ccccc32)cc1. Product: CCOC(=O)c1ccc(C2c3ccccc3Oc3ccccc3N2C)cc1. RXN SMILES: [BH4-:27].[C:29](=[O:30])([OH:31])[O-:32].[CH:34]([OH:35])=[O:36].[Na+:28].[Na+:33].[OH2:37].[cH:1]1[cH:2][cH:3][cH:4][c:5]2[c:6]1[C:7]([c:16]1[cH:17][cH:18][c:19]([C:20](=[O:21])[O:22][CH2:23][CH3:24])[cH:25][cH:26]1)=[N:8][c:9]1[c:10]([cH:12][cH:13][cH:14][cH:15]1)[O:11]2>>[cH:1]1[cH:2][cH:3][cH:4][c:5]2[c:6]1[CH:7]([c:16]1[cH:17][cH:18][c:19]([C:20](=[O:21])[O:22][CH2:23][CH3:24])[cH:25][cH:26]1)[N:8]([CH3:29])[c:9]1[c:10]([cH:12][cH:13][cH:14][cH:15]1)[O:11]2. The reactants are ClC(=O)OC1=CC=CC=C1 (phenyl chloroformate), C(C)(C)(C)C1=NN(C(=C1)N)C1=CC=C(C=C1)C (3-(tert-butyl)-1-(p-tolyl)-1H-pyrazol-5-amine), C(C)(C)(C)C1=NN(C(=C1)N)C1=CC=C(C=C1)C (3-(tert-butyl)-1-(p-tolyl)-1H-pyrazol-5-amine), C([O-])([O-])=O.[Na+].[Na+] (sodium carbonate). The solvent is O (water), C(C)(=O)OC(C)C (isopropyl acetate), O (water). Run at time 8 hour. The product is C(C)(C)(C)C1=NN(C(=C1)NC(OC1=CC=CC=C1)=O)C1=CC=C(C=C1)C (phenyl (3-(tert-butyl)-1-(p-tolyl)-1H-pyrazol-5-yl)carbamate). Yield: 89.8%. Reaction SMILES: [C:1]([C:5]1[CH:9]=[C:8]([NH2:10])[N:7]([C:11]2[CH:16]=[CH:15][C:14]([CH3:17])=[CH:13][CH:12]=2)[N:6]=1)([CH3:4])([CH3:3])[CH3:2].C(=O)([O-])[O-].[Na+].[Na+].Cl[C:25]([O:27][C:28]1[CH:33]=[CH:32][CH:31]=[CH:30][CH:29]=1)=[O:26]>C(OC(C)C)(=O)C.O>[C:1]([C:5]1[CH:9]=[C:8]([NH:10][C:25](=[O:26])[O:27][C:28]2[CH:33]=[CH:32][CH:31]=[CH:30][CH:29]=2)[N:7]([C:11]2[CH:12]=[CH:13][C:14]([CH3:17])=[CH:15][CH:16]=2)[N:6]=1)([CH3:4])([CH3:3])[CH3:2] |f:1.2.3|. Procedure: A solution of 3-(tert-butyl)-1-(p-tolyl)-1H-pyrazol-5-amine (Intermediate A) (20 g, 87.0 mmol) in isopropyl acetate (240 mL) was added to a stirred solution of sodium carbonate (11.3 g, 106 mmol) in water (80 mL). After 10 min phenyl chloroformate (12.1 mL, 96 mmol) was added and the resulting mixture was stirred at ambient temperature overnight. The reaction mixture was diluted with water (160 mL), the layers were separated and the organics were washed with water (2×80 mL), brine (80 mL), dried...